This data is from the Open Reaction Database (ORD), a public repository of structured organic reaction records. The task is: describe an organic reaction: reactants, conditions, products, and yield The reactants are C(=O)C1=C(C(CC1(C)C)=O)C (1-formyl-3-oxo-2,5,5-trimethyl-cyclopent-1-ene), C(C)O (ethanol), [BH4-].[Na+] (sodium borohydride). Solvent: O (water). The product is OCC1=C(C(CC1(C)C)=O)C (1-hydroxymethyl-3-oxo-2,5,5-trimethyl-cyclopent-1-ene). As a reaction SMILES: [CH:1]([C:3]1[C:7]([CH3:9])([CH3:8])[CH2:6][C:5](=[O:10])[C:4]=1[CH3:11])=[O:2].C(O)C.[BH4-].[Na+]>O>[OH:2][CH2:1][C:3]1[C:7]([CH3:8])([CH3:9])[CH2:6][C:5](=[O:10])[C:4]=1[CH3:11] |f:2.3|. Reported procedure: 42 g. of 1-formyl-3-oxo-2,5,5-trimethyl-cyclopentane, prepared according to either Example 2 or 3 are heated to boiling together with 2.1 g. of p-toluenesulfonic acid, 60 g. of 2,3-dichloro-5,6-dicyano-1,4-benzoquinone and 600 ml. of toluene for 4 hours under reflux conditions. After cooling, the mixture is filtered. The filtrate is washed with an aqueous saturated sodium bicarbonate solution, dried over sodium sulfate and evaporated under reduced pressure. There is obtained crude 1-formly-3-oxo... Reactants: ClC1=CC=C(CC2=C(OC=3N(C(N(C(C32)=O)CCCOC3OCCCC3)=O)CCCOC3OCCCC3)C3=CC(=CC=C3)Cl)C=C1 (5-(4-chlorobenzyl)-6-(3-chlorophenyl)-1,3-bis(3-(tetrahydro-2H-pyran-2-yl oxy) propyl)furo[2,3-d]pyrimidine-2,4(1H,3H)-dione), C(=O)(C(F)(F)F)O (TFA). Run in C(Cl)Cl (DCM). Conditions: time 1 hour. The product is ClC1=CC=C(CC2=C(OC=3N(C(N(C(C32)=O)CCCO)=O)CCCO)C3=CC(=CC=C3)Cl)C=C1 (5-(4-chlorobenzyl)-6-(3-chlorophenyl)-1,3-bis(3-hydroxypropyl)furo[2,3-d]pyrimidine-2,4(1H,3H)-dione). Yield: 57.6%. As a reaction SMILES: [Cl:1][C:2]1[CH:46]=[CH:45][C:5]([CH2:6][C:7]2[C:15]3[C:14](=[O:16])[N:13]([CH2:17][CH2:18][CH2:19][O:20]C4CCCCO4)[C:12](=[O:27])[N:11]([CH2:28][CH2:29][CH2:30][O:31]C4CCCCO4)[C:10]=3[O:9][C:8]=2[C:38]2[CH:43]=[CH:42][CH:41]=[C:40]([Cl:44])[CH:39]=2)=[CH:4][CH:3]=1.C(O)(C(F)(F)F)=O>C(Cl)Cl>[Cl:1][C:2]1[CH:3]=[CH:4][C:5]([CH2:6][C:7]2[C:15]3[C:14](=[O:16])[N:13]([CH2:17][CH2:18][CH2:19][OH:20])[C:12](=[O:27])[N:11]([CH2:28][CH2:29][CH2:30][OH:31])[C:10]=3[O:9][C:8]=2[C:38]2[CH:43]=[CH:42][CH:41]=[C:40]([Cl:44])[CH:39]=2)=[CH:45][CH:46]=1. Procedure: To a solution of 5-(4-chlorobenzyl)-6-(3-chlorophenyl)-1,3-bis(3-(tetrahydro-2H-pyran-2-yl oxy) propyl)furo[2,3-d]pyrimidine-2,4(1H,3H)-dione (67 mg, 0.1 mmol) in DCM (5 mL) was added TFA (1 mL). The reaction was stirred at RT for 1 h then concentrated to a residue which was diluted with EA (10 mL) and water (2 mL). The organic layer was dried over Na2SO4 and concentrated to a residue which was purified by Prep HPLC to give 5-(4-chlorobenzyl)-6-(3-chlorophenyl)-1,3-bis(3-hydroxypropyl)furo[2,3-d... Starting materials: FC(C1=CC(=CC=C1)C1=NSC=C1C(=O)Cl)(F)F (α,α,α-trifluoro-m-tolyl-4-isothiazolecarbonyl chloride), ClC(CO)(Cl)Cl (2,2,2-trichloroethanol). Product: FC(C1=CC(=CC=C1)C1=NSC=C1C(=O)OCC(Cl)(Cl)Cl)(F)F (3-(α,α,α-Trifluoro-m-Tolyl)-4-Isothiazolecarboxylic Acid, 2,2,2-Trichloroethyl Ester). Reaction SMILES: [F:1][C:2]([F:18])([F:17])[C:3]1[CH:8]=[CH:7][CH:6]=[C:5]([C:9]2[C:13]([C:14](Cl)=[O:15])=[CH:12][S:11][N:10]=2)[CH:4]=1.[Cl:19][C:20]([Cl:24])([Cl:23])[CH2:21][OH:22]>>[F:1][C:2]([F:18])([F:17])[C:3]1[CH:8]=[CH:7][CH:6]=[C:5]([C:9]2[C:13]([C:14]([O:22][CH2:21][C:20]([Cl:24])([Cl:23])[Cl:19])=[O:15])=[CH:12][S:11][N:10]=2)[CH:4]=1. Procedure details: A solution of 2.0 g (0.0069 mol) of 3-(α,α,α-trifluoro-m-tolyl-4-isothiazolecarbonyl chloride and 1.22 g (1.18 equivalents) of 2,2,2-trichloroethanol was heated at 70°-140° in an oil bath for 6.5 hours. The reaction mixture was concentrated under vacuum to give 1.78 g of oil, nD23 =1.5499 (yield 63.8%). The reactants are N (Ammonia), NC=1C2=C(N=C(N1)C1=NN(C3=CC(=CC=C13)Cl)CCC(C(F)(F)F)(F)F)NC(C2(C(=O)OCC)C)=O (ethyl 4-amino-2-[6-chloro-1-(3,3,4,4,4-pentafluorobutyl)-1H-indazol-3-yl]-5-methyl-6-oxo-6,7-dihydro-5H-pyrrolo[2,3-d]pyrimidine-5-carboxylate). Reaction conditions: temperature 50 celsius. Procedure details: Ammonia (2.0M in MeOH, 11 mL, 22 mmol) was added to ethyl 4-amino-2-[6-chloro-1-(3,3,4,4,4-pentafluorobutyl)-1H-indazol-3-yl]-5-methyl-6-oxo-6,7-dihydro-5H-pyrrolo[2,3-d]pyrimidine-5-carboxylate, as prepared by the procedure described in Example 157, (150 mg, 0.289 mmol, single enantiomer from SFC separation on Chiralpak AD column). The resultant mixture was heated at 50° C. for 16 hours. The reaction solution was then concentrated in vacuo, and the residue purified by preparative TLC using 5% M... Yields the product NC=1C2=C(N=C(N1)C1=NN(C3=CC(=CC=C13)Cl)CCC(C(F)(F)F)(F)F)NC(C2(C(=O)N)C)=O (4-Amino-2-[6-Chloro-1-(3,3,4,4,4-Pentafluorobutyl)-1H-Indazol-3-yl]-5-Methyl-6-Oxo-6,7-Dihydro-5H-Pyrrolo[2,3-D]Pyrimidine-5-Carboxamide). As a reaction SMILES: [NH3:1].[NH2:2][C:3]1[C:4]2[C:30]([CH3:36])([C:31]([O:33]CC)=O)[C:29](=[O:37])[NH:28][C:5]=2[N:6]=[C:7]([C:9]2[C:17]3[C:12](=[CH:13][C:14]([Cl:18])=[CH:15][CH:16]=3)[N:11]([CH2:19][CH2:20][C:21]([F:27])([F:26])[C:22]([F:25])([F:24])[F:23])[N:10]=2)[N:8]=1>>[NH2:2][C:3]1[C:4]2[C:30]([CH3:36])([C:31]([NH2:1])=[O:33])[C:29](=[O:37])[NH:28][C:5]=2[N:6]=[C:7]([C:9]2[C:17]3[C:12](=[CH:13][C:14]([Cl:18])=[CH:15][CH:16]=3)[N:11]([CH2:19][CH2:20][C:21]([F:27])([F:26])[C:22]([F:24])([F:23])[F:25])[N:10]=2)[N:8]=1.